Dataset: the Open Reaction Database (ORD), a public repository of structured organic reaction records. Task: describe an organic reaction: reactants, conditions, products, and yield Starting materials: C1(=CC=CC=C1)C (toluene), C1(=CC=CC=C1)N1CCNCC1 (N-phenylpiperazine), ClCCC1CN(C(N2C(=NC3=C2C=CC=C3)N1C)=O)C (2-(2-chloroethyl)-3,4-dihydro-1,4-dimethyl-1H-[1,3,5]triazepino[3,2-a]benzimidazol-5(2H)-one), C1(=CC=CC=C1)N1CCNCC1 (N-phenylpiperazine), C(C)(=O)OC(C)=O (acetic anhydride). The solvent is C(C)N(CC)CC (triethylamine). Reaction conditions: time 2 hour. Yields the product O.CN1C(CN(C(N2C1=NC1=C2C=CC=C1)=O)C)CCN1CCN(CC1)C1=CC=CC=C1.CN1C(CN(C(N2C1=NC1=C2C=CC=C1)=O)C)CCN1CCN(CC1)C1=CC=CC=C1 (3,4-Dihydro-1,4-dimethyl-2-[2-(4-phenyl-1-piperazinyl)ethyl]-1H-[1,3,5]triazepino[3,2-a]benzimidazol-5(2H)-one hemihydrate). The yield is 78.9%. Reaction SMILES: C1(C)C=CC=CC=1.[C:8]1([N:14]2[CH2:19][CH2:18][NH:17][CH2:16][CH2:15]2)[CH:13]=[CH:12][CH:11]=[CH:10][CH:9]=1.Cl[CH2:21][CH2:22][CH:23]1[N:36]([CH3:37])[C:28]2=[N:29][C:30]3[CH:35]=[CH:34][CH:33]=[CH:32][C:31]=3[N:27]2[C:26](=[O:38])[N:25]([CH3:39])[CH2:24]1.C(OC(=O)C)(=O)C>C(N(CC)CC)C>[OH2:38].[CH3:37][N:36]1[C:28]2=[N:29][C:30]3[CH:35]=[CH:34][CH:33]=[CH:32][C:31]=3[N:27]2[C:26](=[O:38])[N:25]([CH3:39])[CH2:24][CH:23]1[CH2:22][CH2:21][N:17]1[CH2:18][CH2:19][N:14]([C:8]2[CH:13]=[CH:12][CH:11]=[CH:10][CH:9]=2)[CH2:15][CH2:16]1.[CH3:37][N:36]1[C:28]2=[N:29][C:30]3[CH:35]=[CH:34][CH:33]=[CH:32][C:31]=3[N:27]2[C:26](=[O:38])[N:25]([CH3:39])[CH2:24][CH:23]1[CH2:22][CH2:21][N:17]1[CH2:18][CH2:19][N:14]([C:8]2[CH:13]=[CH:12][CH:11]=[CH:10][CH:9]=2)[CH2:15][CH2:16]1 |f:5.6.7|. Procedure details: To a 50 mL of toluene containing 3.0 g (0.03 mol) of triethylamine and 2.94 g (0.0183 mol) of N-phenylpiperazine was added 3.5 g (0.012 mol) of 2-(2-chloroethyl)-3,4-dihydro-1,4-dimethyl-1H-[1,3,5]triazepino[3,2-a]benzimidazol-5(2H)-one. The reaction mixture was heated to reflux for 7 days. (Note: 3.19 g (0.02 mol) of N-phenylpiperazine was added after ~2 days followed by 1.60 g (0.1 mol) after ~2 additional days during the week). After cooling to room temperature, the entire reaction mixture wa... The reactants are CCOC(C)=O, CO, CCOC(C)=O, Cc1cc(=O)n(CCN2CCC(N(Cc3ccc4c(c3)OCCO4)C(=O)OC(C)(C)C)CC2)c2cc(C3CCCCC3)ccc12, Cl. Product: Cc1cc(=O)n(CCN2CCC(NCc3ccc4c(c3)OCCO4)CC2)c2cc(C3CCCCC3)ccc12, Cl. As a reaction SMILES: [C:48]([O:49][CH2:50][CH3:51])(=[O:52])[CH3:53].[CH3:1][OH:2].[CH3:55][CH2:56][O:57][C:58](=[O:59])[CH3:60].[CH:3]1([c:9]2[cH:10][cH:11][c:12]3[c:13]([CH3:47])[cH:14][c:15](=[O:46])[n:16]([CH2:19][CH2:20][N:21]4[CH2:22][CH2:23][CH:24]([N:27]([C:28](=[O:29])[O:30][C:31]([CH3:32])([CH3:33])[CH3:34])[CH2:35][c:36]5[cH:37][c:38]6[c:39]([cH:44][cH:45]5)[O:40][CH2:41][CH2:42][O:43]6)[CH2:25][CH2:26]4)[c:17]3[cH:18]2)[CH2:4][CH2:5][CH2:6][CH2:7][CH2:8]1.[ClH:54]>>[CH:3]1([c:9]2[cH:10][cH:11][c:12]3[c:13]([CH3:47])[cH:14][c:15](=[O:46])[n:16]([CH2:19][CH2:20][N:21]4[CH2:22][CH2:23][CH:24]([NH:27][CH2:35][c:36]5[cH:37][c:38]6[c:39]([cH:44][cH:45]5)[O:40][CH2:41][CH2:42][O:43]6)[CH2:25][CH2:26]4)[c:17]3[cH:18]2)[CH2:4][CH2:5][CH2:6][CH2:7][CH2:8]1.[ClH:54]. Starting materials: C(C)(C)(C)OC(NC=1SC=C(C1NC(=O)OC(C)(C)C)C1=CC=CC=C1)=O (Di-t butyl-4-phenylthiophene-2,3-dicarbamate), crude oil, O (water). The solvent is C(C)(=O)O (acetic acid), C(C(=O)OCC)(=O)OCC (diethyl oxalate). Reaction conditions: time 8 hour. Product: C1(=CC=CC=C1)C1=CSC=2NC(C(NC21)=O)=O (7-Phenyl-thieno(2,3-b]pyrazine-2,3(1H,4H)-dione). As a reaction SMILES: C([O:5][C:6](=O)[NH:7][C:8]1[S:9][CH:10]=[C:11]([C:21]2[CH:26]=[CH:25][CH:24]=[CH:23][CH:22]=2)[C:12]=1[NH:13][C:14](OC(C)(C)C)=[O:15])(C)(C)C.O>C(O)(=O)C.C(OCC)(=O)C(OCC)=O>[C:21]1([C:11]2[C:12]3[NH:13][C:14](=[O:15])[C:6](=[O:5])[NH:7][C:8]=3[S:9][CH:10]=2)[CH:26]=[CH:25][CH:24]=[CH:23][CH:22]=1. Procedure details: Di-t butyl-4-phenylthiophene-2,3-dicarbamate (0.9 g crude oil from the preceding step) was dissolved in a mixture of 7 ml of acetic acid and 7 ml of diethyl oxalate and heated to reflux for three hours. While still hot, 7 ml of water was added, and the mixture stirred overnight at room temperature to precipitate 0.27 g of crude title compound. Three crystallisations from acetic acid combined with charcoal (Norit SU 18) and one from ethanol/acetic acid (1:1) produced 65 mg of pure title compound,... The reactants are C(=O)(O)CC1=CC=C(CCCNC2=C(C=CC(=C2)OC)[C@H]2CC=3C=CC(=CC3CC2)OC(C(C)(C)C)=O)C=C1 (pivalic acid (R)-6-{2-[(4-carboxymethylbenzyl)ethylamino]-4-methoxyphenyl}-5,6,7,8-tetrahydronaphthalen-2-yl ester), N (ammonia). Solvent: C(Cl)(Cl)Cl (chloroform). Product: NCCC1=CC=C(CCCNC2=C(C=CC(=C2)OC)[C@H]2CC=3C=CC(=CC3CC2)O)C=C1 ((R)-6-{2-{[4-(2-Aminoethyl)benzyl]ethylamino}-4-methoxyphenyl}-5,6,7,8-tetrahydronaphthalen-2-ol). As a reaction SMILES: [C:1]([CH2:4][C:5]1[CH:39]=[CH:38][C:8]([CH2:9][CH2:10][CH2:11][NH:12][C:13]2[CH:18]=[C:17]([O:19][CH3:20])[CH:16]=[CH:15][C:14]=2[C@@H:21]2[CH2:30][CH2:29][C:28]3[CH:27]=[C:26]([O:31]C(=O)C(C)(C)C)[CH:25]=[CH:24][C:23]=3[CH2:22]2)=[CH:7][CH:6]=1)(O)=O.[NH3:40]>C(Cl)(Cl)Cl>[NH2:40][CH2:1][CH2:4][C:5]1[CH:6]=[CH:7][C:8]([CH2:9][CH2:10][CH2:11][NH:12][C:13]2[CH:18]=[C:17]([O:19][CH3:20])[CH:16]=[CH:15][C:14]=2[C@@H:21]2[CH2:30][CH2:29][C:28]3[CH:27]=[C:26]([OH:31])[CH:25]=[CH:24][C:23]=3[CH2:22]2)=[CH:38][CH:39]=1. Procedure details: Synthesized from pivalic acid (R)-6-{2-[(4-carboxymethylbenzyl)ethylamino]-4-methoxyphenyl}-5,6,7,8-tetrahydronaphthalen-2-yl ester. (31 mg) and a saturated ammonia solution in chloroform (0.1 ml) according to an analogous synthetic method to Example 806, the title compound (0.7 mg) was obtained. Starting materials: O=C([O-])[O-], CI, CN(C)C=O, N#Cc1ccccc1Sc1ccccc1NC(=O)C(F)(F)F, [K+], [K+], O. Product: CN(C(=O)C(F)(F)F)c1ccccc1Sc1ccccc1C#N. As a reaction SMILES: [C:25](=[O:26])([O-:27])[O-:28].[CH3:23][I:24].[CH3:31][N:32]([CH3:33])[CH:34]=[O:35].[F:1][C:2]([C:3](=[O:4])[NH:5][c:6]1[c:7]([S:12][c:13]2[c:14]([C:15]#[N:16])[cH:17][cH:18][cH:19][cH:20]2)[cH:8][cH:9][cH:10][cH:11]1)([F:21])[F:22].[K+:29].[K+:30].[OH2:36]>>[F:1][C:2]([C:3](=[O:4])[N:5]([c:6]1[c:7]([S:12][c:13]2[c:14]([C:15]#[N:16])[cH:17][cH:18][cH:19][cH:20]2)[cH:8][cH:9][cH:10][cH:11]1)[CH3:25])([F:21])[F:22]. Reactants: CC1CCCCN1C1CCN(C(=O)OC(C)(C)C)CC1, CC1CCCN1C1CCNC1, Cl, Cl, Cc1ccc(S(=O)(=O)[O-])cc1. The product is CC1CCCCN1C1CCNCC1. As a reaction SMILES: [C:14]([O:15][C:16]([CH3:17])([CH3:18])[CH3:19])(=[O:20])[N:21]1[CH2:22][CH2:23][CH:24]([N:27]2[CH:28]([CH3:33])[CH2:29][CH2:30][CH2:31][CH2:32]2)[CH2:25][CH2:26]1.[CH3:3][CH:4]1[CH2:5][CH2:6][CH2:7][N:8]1[CH:9]1[CH2:10][CH2:11][NH:12][CH2:13]1.[ClH:1].[ClH:2].[O-:34][S:35]([c:36]1[cH:37][cH:38][c:39]([CH3:40])[cH:41][cH:42]1)(=[O:43])=[O:44]>>[NH:21]1[CH2:22][CH2:23][CH:24]([N:27]2[CH:28]([CH3:33])[CH2:29][CH2:30][CH2:31][CH2:32]2)[CH2:25][CH2:26]1.